Dataset: the Open Reaction Database (ORD), a public repository of structured organic reaction records. Task: describe an organic reaction: reactants, conditions, products, and yield The reactants are Cl (hydrogen chloride), Cl.C(C=C)(=O)N(C)C1(CCNCC1)C1=CC=CC=C1 (4-(acryloyl-N-methylamino)-4-phenylpiperidine hydrochloride), Cl.C(C1=CC=CC=C1)(=O)N1CC(CCC1)(CCCN1CCC(CC1)C(=O)N1CCCC1)C1=CC(=C(C=C1)Cl)Cl (1-Benzoyl-3-(3,4-dichlorophenyl)-3-[3-[4-(pyrrolidin-1-ylcarbonyl)piperid-1-yl]propyl]piperidine Hydrochloride), C(=O)([O-])[O-].[K+].[K+] (K2CO3). The solvent is CN(C)C=O (DMF), O (water), C(Cl)Cl (DCM). Run at temperature 80 celsius. Yields the product Cl.C(C=C)(=O)N(C)C1(CCN(CC1)CCCC1(CN(CCC1)C(C1=CC=CC=C1)=O)C1=CC(=C(C=C1)Cl)Cl)C1=CC=CC=C1 (3-[3-[4-(Acryloyl-N-methylamino)-4-phenylpiperid-1-yl]propyl]-1-benzoyl-3-(3,4-dichlorophenyl)piperidine Hydrochloride). Isolated yield 80.5%. As a reaction SMILES: Cl.[C:2]([N:6]([C:8]1([C:14]2[CH:19]=[CH:18][CH:17]=[CH:16][CH:15]=2)[CH2:13][CH2:12][NH:11][CH2:10][CH2:9]1)[CH3:7])(=[O:5])[CH:3]=[CH2:4].Cl.[C:21]([N:29]1[CH2:34][CH2:33][CH2:32][C:31]([C:51]2[CH:56]=[CH:55][C:54]([Cl:57])=[C:53]([Cl:58])[CH:52]=2)([CH2:35][CH2:36][CH2:37]N2CCC(C(N3CCCC3)=O)CC2)[CH2:30]1)(=[O:28])[C:22]1[CH:27]=[CH:26][CH:25]=[CH:24][CH:23]=1.C([O-])([O-])=O.[K+].[K+].Cl>CN(C=O)C.C(Cl)Cl.O>[ClH:57].[C:2]([N:6]([C:8]1([C:14]2[CH:19]=[CH:18][CH:17]=[CH:16][CH:15]=2)[CH2:9][CH2:10][N:11]([CH2:37][CH2:36][CH2:35][C:31]2([C:51]3[CH:56]=[CH:55][C:54]([Cl:57])=[C:53]([Cl:58])[CH:52]=3)[CH2:32][CH2:33][CH2:34][N:29]([C:21](=[O:28])[C:22]3[CH:27]=[CH:26][CH:25]=[CH:24][CH:23]=3)[CH2:30]2)[CH2:12][CH2:13]1)[CH3:7])(=[O:5])[CH:3]=[CH2:4] |f:0.1,2.3,4.5.6,11.12|. Procedure details: A mixture of 0.27 g of 4-(acryloyl-N-methylamino)-4-phenylpiperidine hydrochloride, 0.45 g of the compound obtained in step B of EXAMPLE 1 and 0.3 g of K2CO3 in 3 ml of DMF is heated at 80° C. for 2 hours. The reaction mixture is poured into water and extracted with AcOEt, the organic phase is washed with water and with saturated NaCl solution and dried over MgSO4 and the solvent is evaporated off under vacuum. The residue is chromatographed on silica using a gradient of a DCM/MeOH mixture (99/1... Reactants: C([O-])(O)=O.[Na+] (sodium bicarbonate), O1CCC(CC1)C=O (tetrahydropyran-4-carbaldehyde), C(C)(=O)O[BH-](OC(C)=O)OC(C)=O.[Na+] (sodium triacetoxyborohydride), C1(CC1)CNC=1C(=NN2C1C=CC=C2C2=C(C=C(C=C2OC)COC)OC)COC (N-cyclopropylmethyl-N-[7-[2,6-dimethoxy-4-(methoxymethyl)phenyl]-2-(methoxymethyl)pyrazolo[1,5-a]pyridin-3-yl]amine). Run in O (Water), O1CCCC1 (tetrahydrofuran), C(C)(=O)OCC (ethyl acetate). Run at time 30 minute. Yields the product C1(CC1)CN(CC1CCOCC1)C=1C(=NN2C1C=CC=C2C2=C(C=C(C=C2OC)COC)OC)COC (N-Cyclopropylmethyl-N-[7-[2,6-dimethoxy-4-(methoxymethyl)phenyl]-2-(methoxymethyl)pyrazolo[1,5-a]pyridin-3-yl]-N-tetrahydro-2H-4-pyranylmethylamine). The yield is 63.6%. RXN SMILES: [CH:1]1([CH2:4][NH:5][C:6]2[C:7]([CH2:28][O:29][CH3:30])=[N:8][N:9]3[C:14]([C:15]4[C:20]([O:21][CH3:22])=[CH:19][C:18]([CH2:23][O:24][CH3:25])=[CH:17][C:16]=4[O:26][CH3:27])=[CH:13][CH:12]=[CH:11][C:10]=23)[CH2:3][CH2:2]1.[O:31]1[CH2:36][CH2:35][CH:34]([CH:37]=O)[CH2:33][CH2:32]1.C(O[BH-](OC(=O)C)OC(=O)C)(=O)C.[Na+].C(=O)(O)[O-].[Na+]>O1CCCC1.C(OCC)(=O)C.O>[CH:1]1([CH2:4][N:5]([C:6]2[C:7]([CH2:28][O:29][CH3:30])=[N:8][N:9]3[C:14]([C:15]4[C:16]([O:26][CH3:27])=[CH:17][C:18]([CH2:23][O:24][CH3:25])=[CH:19][C:20]=4[O:21][CH3:22])=[CH:13][CH:12]=[CH:11][C:10]=23)[CH2:37][CH:34]2[CH2:35][CH2:36][O:31][CH2:32][CH2:33]2)[CH2:3][CH2:2]1 |f:2.3,4.5|. Procedure: To a solution of N-cyclopropylmethyl-N-[7-[2,6-dimethoxy-4-(methoxymethyl)phenyl]-2-(methoxymethyl)pyrazolo[1,5-a]pyridin-3-yl]amine (80 mg) dissolved in tetrahydrofuran (2 mL) was added tetrahydropyran-4-carbaldehyde (44 mg) and sodium triacetoxyborohydride (82 mg), and the reaction mixture was stirred for 30 minutes at room temperature. Water and saturated aqueous sodium bicarbonate were added to the reaction mixture, extraction was performed with ethyl acetate and the organic extract was wash...